From a dataset of the Open Reaction Database (ORD), a public repository of structured organic reaction records. describe an organic reaction: reactants, conditions, products, and yield Starting materials: C(C)S (ethylmercaptan), [H-].[Na+] (sodium hydride), NC1=NC=C(C(=N1)N)CC1=CC(=C(C(=C1)OC)C(=C)C)OC (2,4-diamino-5-(4-isopropenyl-3,5-dimethoxybenzyl)-pyrimidine). Solvent: CN(C=O)C (dimethylformamide), CN(C=O)C (dimethylformamide), CN(C=O)C (dimethylformamide). Yields the product NC1=NC=C(C(=N1)N)CC1=CC(=C(C(=C1)OC)C(=C)C)OCC (2,4-diamino-5-(3-ethoxy-4-isopropenyl-5-methoxybenzyl)-pyrimidine). As a reaction SMILES: [CH2:1](S)[CH3:2].[H-].[Na+].[NH2:6][C:7]1[N:12]=[C:11]([NH2:13])[C:10]([CH2:14][C:15]2[CH:20]=[C:19]([O:21]C)[C:18]([C:23]([CH3:25])=[CH2:24])=[C:17]([O:26][CH3:27])[CH:16]=2)=[CH:9][N:8]=1>CN(C)C=O>[NH2:6][C:7]1[N:12]=[C:11]([NH2:13])[C:10]([CH2:14][C:15]2[CH:16]=[C:17]([O:26][CH3:27])[C:18]([C:23]([CH3:25])=[CH2:24])=[C:19]([O:21][CH2:1][CH3:2])[CH:20]=2)=[CH:9][N:8]=1 |f:1.2|. Procedure: A solution of 16.1 ml. of ethylmercaptan in 130 ml. of dimethylformamide was added dropwise while stirring and gassing with nitrogen to a suspension of 10.4 g. of sodium hydride (50%) in 130 ml. of dimethylformamide. After the evolution of gas had ceased, the mixture was stirred at room temperature for an additional 15 minutes and treated with a solution of 13 g. of 2,4-diamino-5-(4-isopropenyl-3,5-dimethoxybenzyl)-pyrimidine in 260 ml. of dimethylformamide. The mixture was stirred at 120° C. fo... The reactants are BrC1=CC=C(C=C1)CC#N (4-Bromophenylacetonitrile), [OH-].[K+] (Potassium hydroxide), BrCCBr (1,2-dibromoethane). Reagents/catalysts: [Br-].C(CCC)[N+](CCCC)(CCCC)CCCC (tetrabutylammonium bromide). Solvent: C1(=CC=CC=C1)C (toluene), O (H2O). Conditions: time 2 hour. The product is BrC1=CC=C(C=C1)C1(CC1)C#N (1-(4-Bromo-phenyl)-cyclopropanecarbonitrile). RXN SMILES: [OH-].[K+].[Br:3][C:4]1[CH:9]=[CH:8][C:7]([CH2:10][C:11]#[N:12])=[CH:6][CH:5]=1.Br[CH2:14][CH2:15]Br>O.C1(C)C=CC=CC=1.[Br-].C([N+](CCCC)(CCCC)CCCC)CCC>[Br:3][C:4]1[CH:9]=[CH:8][C:7]([C:10]2([C:11]#[N:12])[CH2:15][CH2:14]2)=[CH:6][CH:5]=1 |f:0.1,6.7|. Procedure details: Potassium hydroxide (14.3 g, 255 mmol) was dissolved in H2O (5 mL) and toluene (40 mL). 4-Bromophenylacetonitrile (5.0 g, 25.5 mmol) and tetrabutylammonium bromide (0.41 g, 1.3 mmol) was added, followed by 1,2-dibromoethane (3.25 mL, 38 mmol) dropwise over 10 minutes. The reaction was stirred at room temperature for 2 hours and then worked-up to give the title compound. Reactants: C(C=C)C1=CC(=C(C=C1)OCOCC)C (4-allyl-1-ethoxymethoxy-2-methylbenzene), C([O-])([O-])=O.[K+].[K+] (potassium carbonate), B1C2CCCC1CCC2 (9-BBN), FC(S(=O)(=O)OC=1C=C(C(C(=O)OC)=CC1)C(=O)OC)(F)F (dimethyl 4-trifluoromethanesulphonyloxyphthalate). As a reaction SMILES: [CH2:1]([C:4]1[CH:9]=[CH:8][C:7]([O:10][CH2:11][O:12][CH2:13]C)=[C:6]([CH3:15])[CH:5]=1)[CH:2]=[CH2:3].B1C2CCCC1CCC2.FC(F)(F)S(O[C:31]1[CH:32]=[C:33]([C:41]([O:43][CH3:44])=[O:42])[C:34](=[CH:39][CH:40]=1)[C:35]([O:37][CH3:38])=[O:36])(=O)=O.C(=O)([O-])[O-].[K+].[K+]>P[C-]1C=CC=C1.[C-]1(P)C=CC=C1.[Fe+2].Cl[Pd]Cl>[CH3:13][O:12][CH2:11][O:10][C:7]1[CH:8]=[CH:9][C:4]([CH2:1][CH2:2][CH2:3][C:40]2[CH:39]=[C:34]([C:35]([O:37][CH3:38])=[O:36])[C:33](=[CH:32][CH:31]=2)[C:41]([O:43][CH3:44])=[O:42])=[CH:5][C:6]=1[CH3:15] |f:3.4.5,6.7.8.9|. Product: COCOC1=C(C=C(C=C1)CCCC=1C=C(C(C(=O)OC)=CC1)C(=O)OC)C (Dimethyl 4-[3-(4-methoxymethoxy-3-methylphenyl)propyl]phthalate). The reagents and catalysts are P[C-]1C=CC=C1.[C-]1(C=CC=C1)P.[Fe+2].Cl[Pd]Cl (dichloropalladium diphosphinoferrocene). Procedure details: In a manner similar to Example 1e, by reacting 4.5 g (21.6 mmol) of 4-allyl-1-ethoxymethoxy-2-methylbenzene with 6.3 g (25.7 mmol) of 9-BBN, 7.4 g (21.6 mmol) of dimethyl 4-trifluoromethanesulphonyloxyphthalate, 5.9 g (42.6 mmol) of potassium carbonate and 880 mg (1.05 mmol) of dichloropalladium diphosphinoferrocene. A yellow oil is obtained (m=7 g, y=80%). The reactants are C1CCOC1, COC(CCC1OCCO1)c1ccccc1C, Cl, O. Product: COC(CCC=O)c1ccccc1C. As a reaction SMILES: [CH2:20]1[O:21][CH2:22][CH2:23][CH2:24]1.[CH3:1][O:2][CH:3]([CH2:4][CH2:5][CH:6]1[O:7][CH2:10][CH2:9][O:8]1)[c:11]1[c:12]([CH3:17])[cH:13][cH:14][cH:15][cH:16]1.[ClH:18].[OH2:19]>>[CH3:1][O:2][CH:3]([CH2:4][CH2:5][CH:6]=[O:7])[c:11]1[c:12]([CH3:17])[cH:13][cH:14][cH:15][cH:16]1. Starting materials: S(=O)(=O)(C1=CC=C(C)C=C1)Cl (TsCl), O=C1CCCC=2C3=CC(=CC=C3NC12)C#N (1-oxo-2,3,4,9-tetrahydro-1H-carbazole-6-carbonitrile), O=C1CCCC=2C3=CC(=CC=C3NC12)C#N (1-oxo-2,3,4,9-tetrahydro-1H-carbazole-6-carbonitrile), [OH-].[K+] (KOH). Solvent: C1CCOC1 (THF), O (water). Conditions: time 12 hour. Yields the product O=C1CCCC=2C3=CC(=CC=C3N(C12)S(=O)(=O)C1=CC=C(C)C=C1)C#N (1-Oxo-9-tosyl-2,3,4,9-tetrahydro-1H-carbazole-6-carbonitrile). The yield is 66.4%. RXN SMILES: [O:1]=[C:2]1[C:14]2[NH:13][C:12]3[C:7](=[CH:8][C:9]([C:15]#[N:16])=[CH:10][CH:11]=3)[C:6]=2[CH2:5][CH2:4][CH2:3]1.[OH-].[K+].[S:19](Cl)([C:22]1[CH:28]=[CH:27][C:25]([CH3:26])=[CH:24][CH:23]=1)(=[O:21])=[O:20]>C1COCC1.O>[O:1]=[C:2]1[C:14]2[N:13]([S:19]([C:22]3[CH:28]=[CH:27][C:25]([CH3:26])=[CH:24][CH:23]=3)(=[O:21])=[O:20])[C:12]3[C:7](=[CH:8][C:9]([C:15]#[N:16])=[CH:10][CH:11]=3)[C:6]=2[CH2:5][CH2:4][CH2:3]1 |f:1.2|. Reported procedure: To a solution of 1-oxo-2,3,4,9-tetrahydro-1H-carbazole-6-carbonitrile (intermediate 2a) (0.20 g, 0.95 mmol) in THF (2.0 mL), KOH (0.27 g, 4.8 mmol) in water was added followed by TsCl (0.27 g, 1.4 mmol). The reaction mixture was stirred at room temperature for 12 h and then extracted with EtOAc (3×15 mL). The combined organic extracts were dried over Na2SO4 and concentrated in vacuo to give the crude compound which was purified by column chromatography [EtOAc-hexane (1:4) as eluant] to obtain th... The reactants are C[Si](C1=CC=2C([Se]1)=C(C1=C([Se]C(=C1)[Si](C)(C)C)C2OCC(CCCC)CC)OCC(CCCC)CC)(C)C (2,6-bis(trimethysilyl)-4,8-bis(2-ethylhexyloxy)benzo[1,2-b:4,5-b′]diselenophene), [F-].C(CCC)[N+](CCCC)(CCCC)CCCC (tetrabutylammonium fluoride), O (water). Run in C1CCOC1 (THF). Product: C(C)C(COC1=C2C([Se]C=C2)=C(C2=C1[Se]C=C2)OCC(CCCC)CC)CCCC (4,8-bis(2-ethylhexyloxy)benzo[1,2-b:4,5-b′]diselenophene). Isolated yield 91.9%. RXN SMILES: C[Si](C)(C)[C:3]1[Se:7][C:6]2=[C:8]([O:28][CH2:29][CH:30]([CH2:35][CH3:36])[CH2:31][CH2:32][CH2:33][CH3:34])[C:9]3[CH:13]=[C:12]([Si](C)(C)C)[Se:11][C:10]=3[C:18]([O:19][CH2:20][CH:21]([CH2:26][CH3:27])[CH2:22][CH2:23][CH2:24][CH3:25])=[C:5]2[CH:4]=1.[F-].C([N+](CCCC)(CCCC)CCCC)CCC.O>C1COCC1>[CH2:35]([CH:30]([CH2:31][CH2:32][CH2:33][CH3:34])[CH2:29][O:28][C:8]1[C:6]2[Se:7][CH:3]=[CH:4][C:5]=2[C:18]([O:19][CH2:20][CH:21]([CH2:26][CH3:27])[CH2:22][CH2:23][CH2:24][CH3:25])=[C:10]2[Se:11][CH:12]=[CH:13][C:9]=12)[CH3:36] |f:1.2|. Procedure details: To a solution of 2,6-bis(trimethysilyl)-4,8-bis(2-ethylhexyloxy)benzo[1,2-b:4,5-b′]diselenophene (11) (0.29 g, 0.423 mmol) in THF (10 mL) was added 1.3 mL of tetrabutylammonium fluoride (1 M solution in THF). The resulted solution was stirred for 3 hours at room temperature water was added (40 mL) then extracted with chloroform (2×40 mL). The extract was dried over MgSO4 (anhydrous), and concentrated in vacuo. The residue was purified by column chromatography on silica gel (hexane:CH2Cl2, 98:2) ... The reactants are Clc1ncc(Br)c(Cl)n1, C1CCOC1, CC(C)[Mg]C(C)C, [Cl-], CN(C)C=O. Yields the product O=Cc1cnc(Cl)nc1Cl. Reaction SMILES: [Br:1][c:2]1[c:3]([Cl:9])[n:4][c:5]([Cl:8])[n:6][cH:7]1.[CH2:23]1[O:24][CH2:25][CH2:26][CH2:27]1.[CH:11]([Mg:12][CH:13]([CH3:14])[CH3:15])([CH3:16])[CH3:17].[Cl-:10].[O:18]=[CH:19][N:20]([CH3:21])[CH3:22]>>[c:2]1([CH:19]=[O:18])[c:3]([Cl:9])[n:4][c:5]([Cl:8])[n:6][cH:7]1.